From a dataset of the Open Reaction Database (ORD), a public repository of structured organic reaction records. describe an organic reaction: reactants, conditions, products, and yield The reactants are S1C(=NC2=C1C=CC=C2)N(C(=O)C=2C=CC=C1CCN(CC21)C=2SC(=C(N2)C(=O)OCC)C2=CC=C(C=C2)CO)COCC[Si](C)(C)C (ethyl 2-(8-(benzo[d]thiazol-2-yl((2-(trimethylsilyl)ethoxy)methyl)carbamoyl)-3,4-dihydroisoquinolin-2(1H)-yl)-5-(4-(hydroxymethyl)phenyl)thiazole-4-carboxylate), CC1(OB(OC1(C)C)C1=CC=C(C=C1)O)C (4-(4,4,5,5-tetramethyl-1,3,2-dioxaborolan-2-yl)phenol), OCC1=CC=C(C=C1)B(O)O (4-(hydroxymethyl)phenylboronic acid), ClC1=NC=C(C=N1)OCCN(C)C (2-(2-chloropyrimidin-5-yloxy)-N,N-dimethylethanamine). Product: CN(CCOC=1C=NC(=NC1)C1=CC=C(C=C1)O)C (4-(5-(2-(dimethylamino)ethoxy)pyrimidin-2-yl)phenol). Reaction SMILES: S1C2C=CC=CC=2N=C1N(COCC[Si](C)(C)C)C(C1C=CC=C2C=1CN(C1SC(C3C=CC(CO)=CC=3)=C(C(OCC)=O)N=1)CC2)=O.OCC1C=CC(B(O)O)=CC=1.Cl[C:61]1[N:66]=[CH:65][C:64]([O:67][CH2:68][CH2:69][N:70]([CH3:72])[CH3:71])=[CH:63][N:62]=1.CC1(C)C(C)(C)OB([C:81]2[CH:86]=[CH:85][C:84]([OH:87])=[CH:83][CH:82]=2)O1>>[CH3:71][N:70]([CH3:72])[CH2:69][CH2:68][O:67][C:64]1[CH:63]=[N:62][C:61]([C:81]2[CH:86]=[CH:85][C:84]([OH:87])=[CH:83][CH:82]=2)=[N:66][CH:65]=1. Procedure: Compound 112C was prepared in a similar manner to the synthesis of compound 34D by substituting compound 34C and 4-(hydroxymethyl)phenylboronic acid with compound 112B and 4-(4,4,5,5-tetramethyl-1,3,2-dioxaborolan-2-yl)phenol, respectively: 1H NMR (DMSO-d6): δ 9.80 (s, 1H), 8.56 (s, 2H), 8.12-8.15 (m, 1H), 6.83-6.86 (m, 2H), 4.23 (t, J=5.8 Hz, 2H), 2.65 (t, J=5.65 Hz, 2H), 2.22 (s, 6H); ESI (+)/MS: 259 (M+H)+. Starting materials: CN1CCOCC1 (N-methyl morpholine), C(C)(C)(C)OC(=O)N[C@@H](CCCC)C(=O)O (Tertiarybutoxycarbonyl-L-norleucine), C(CCC)NC([C@@H](N)C)=O (L-alanine N-butylamide), C1CCC(CC1)N=C=NC2CCCCC2 (DCC), ON1N=NC2=C1C=CC=C2 (1-hydroxybenzotriazole). Solvent: C(Cl)Cl (CH2Cl2). The product is C(CCC)NC([C@@H](NC([C@@H](NC(=O)OC(C)(C)C)CCCC)=O)C)=O (Tertiarybutoxycarbonyl-L-norleucyl-L-alanine N-butylamide). Yield: 58.4%. As a reaction SMILES: [C:1]([O:5][C:6]([NH:8][C@H:9]([C:14]([OH:16])=O)[CH2:10][CH2:11][CH2:12][CH3:13])=[O:7])([CH3:4])([CH3:3])[CH3:2].[CH2:17]([NH:21][C:22](=[O:26])[C@H:23]([CH3:25])[NH2:24])[CH2:18][CH2:19][CH3:20].C1CCC(N=C=NC2CCCCC2)CC1.ON1C2C=CC=CC=2N=N1.CN1CCOCC1>C(Cl)Cl>[CH2:17]([NH:21][C:22](=[O:26])[C@H:23]([CH3:25])[NH:24][C:14](=[O:16])[C@H:9]([CH2:10][CH2:11][CH2:12][CH3:13])[NH:8][C:6]([O:5][C:1]([CH3:2])([CH3:3])[CH3:4])=[O:7])[CH2:18][CH2:19][CH3:20]. Procedure: Tertiarybutoxycarbonyl-L-norleucine (13.2 g) in CH2Cl2 (200 ml) was treated at 0° with L-alanine N-butylamide (5.25 g), DCC (7.77 g) and 1-hydroxybenzotriazole (5 g). The pH of the reaction mixture was adjusted to 7 with N-methyl morpholine and allowed to warm to room temperature overnight. The precipitated urea was filtered off and the filtrate washed successively with saturated aqueous sodium hydrogen carbonate, water and 1M citric acid. The organic phase was dried over sodium sulphate and the... Reactants: Cc1ccccc1, CCOC(=O)COc1ccc(C(=O)Cl)cc1, Nc1ccccc1Sc1cccc(O)c1-c1nnn[nH]1. Yields the product CCOC(=O)COc1ccc(C(=O)Nc2ccccc2Sc2cccc(O)c2-c2nnn[nH]2)cc1. Reaction SMILES: [CH3:37][c:38]1[cH:39][cH:40][cH:41][cH:42][cH:43]1.[Cl:21][C:22](=[O:23])[c:24]1[cH:25][cH:26][c:27]([O:28][CH2:29][C:30](=[O:31])[O:32][CH2:33][CH3:34])[cH:35][cH:36]1.[NH2:1][c:2]1[c:3]([S:8][c:9]2[c:10](-[c:16]3[n:17][n:18][n:19][nH:20]3)[c:11]([OH:15])[cH:12][cH:13][cH:14]2)[cH:4][cH:5][cH:6][cH:7]1>>[NH:1]([c:2]1[c:3]([S:8][c:9]2[c:10](-[c:16]3[n:17][n:18][n:19][nH:20]3)[c:11]([OH:15])[cH:12][cH:13][cH:14]2)[cH:4][cH:5][cH:6][cH:7]1)[C:22](=[O:23])[c:24]1[cH:25][cH:26][c:27]([O:28][CH2:29][C:30](=[O:31])[O:32][CH2:33][CH3:34])[cH:35][cH:36]1. Starting materials: CC(=O)Cl, ClCCl, O, Oc1ccc(CCBr)cc1, c1ccncc1. Yields the product CC(=O)Oc1ccc(CCBr)cc1. RXN SMILES: [CH3:1][C:2]([Cl:3])=[O:4].[Cl:21][CH2:22][Cl:23].[OH2:24].[OH:11][c:12]1[cH:13][cH:14][c:15]([CH2:16][CH2:17][Br:18])[cH:19][cH:20]1.[cH:5]1[cH:6][cH:7][n:8][cH:9][cH:10]1>>[CH3:1][C:2](=[O:4])[O:11][c:12]1[cH:13][cH:14][c:15]([CH2:16][CH2:17][Br:18])[cH:19][cH:20]1.